This data is from the Open Reaction Database (ORD), a public repository of structured organic reaction records. The task is: describe an organic reaction: reactants, conditions, products, and yield Starting materials: C[Si](C)(C)Br (Trimethylsilyl bromide), FC1=C(N)C(=CC=C1)F (2,6-difluoroaniline). The solvent is C1=CC=CC=C1 (benzene). Reaction conditions: time 16 hour. The product is C[Si](NC1=C(C=CC=C1F)F)(C)C (N-trimethylsilyl-2,6-difluoroaniline). The yield is 91.7%. RXN SMILES: [CH3:1][Si:2](Br)([CH3:4])[CH3:3].[F:6][C:7]1[CH:13]=[CH:12][CH:11]=[C:10]([F:14])[C:8]=1[NH2:9]>C1C=CC=CC=1>[CH3:1][Si:2]([CH3:4])([CH3:3])[NH:9][C:8]1[C:7]([F:6])=[CH:13][CH:12]=[CH:11][C:10]=1[F:14]. Procedure details: Trimethylsilyl bromide, 10.24 ml (77.5 mmole), was added to 6 ml (55.7 mmole) of 2,6-difluoroaniline in 70 ml of benzene. There was a slight exotherm and immediate precipitation. Triethylamine, 10.8 ml (77.5 mmole), was added and the mixture stirred at room temperature for 16 hours. The mixture was filtered and the solvent removed from the filtrate in vacuo. The product was purified as described in Example 1 to provide 8.85 g (51.1 mmole, 91.7 percent yield) of 99.3 percent pure N-trimethylsilyl... The reactants are C1CCC2=NCCCN2CC1, CCOCC, N#CC(Cl)(Cl)Cl, CC(O)c1cc(C(F)(F)F)cc(C(F)(F)F)c1. The product is CC(OC(=N)C(Cl)(Cl)Cl)c1cc(C(F)(F)F)cc(C(F)(F)F)c1. RXN SMILES: [CH2:18]1[CH2:19][CH2:20][C:21]2=[N:26][CH2:25][CH2:24][CH2:23][N:22]2[CH2:27][CH2:28]1.[CH3:35][CH2:36][O:37][CH2:38][CH3:39].[Cl:29][C:30]([C:31]#[N:32])([Cl:33])[Cl:34].[F:1][C:2]([c:3]1[cH:4][c:5]([CH:13]([CH3:14])[OH:15])[cH:6][c:7]([C:9]([F:10])([F:11])[F:12])[cH:8]1)([F:16])[F:17]>>[F:1][C:2]([c:3]1[cH:4][c:5]([CH:13]([CH3:14])[O:15][C:31]([C:30]([Cl:29])([Cl:33])[Cl:34])=[NH:32])[cH:6][c:7]([C:9]([F:10])([F:11])[F:12])[cH:8]1)([F:16])[F:17]. The reactants are C(C)OC([C@H](CC1=CC=C(C=C1)OCCBr)OC)=O ((2S)-3-[4-(2-bromo-ethoxy)-phenyl]-2-methoxy-propionic acid ethyl ester), OC1=CC=C(C=C1)NC(C(C)(C)C)=O (N-(4-hydroxy-phenyl)-2,2-dimethyl-propionamide), CO[C@H](C(=O)O)CC1=CC=C(C=C1)OCCCOC1=CC=CC=C1 ((2S)-2-methoxy-3-[4-(3-phenoxy-propoxy)-phenyl]-propionic acid). Product: CC(C(=O)NC1=CC=C(OCCOC2=CC=C(C=C2)CC(C(=O)O)OC)C=C1)(C)C (3-(4-{2-[4-(2,2-dimethyl-propionylamino)-phenoxy]-ethoxy}-phenyl)-2-methoxy-propionic acid). As a reaction SMILES: C([O:3][C:4](=[O:19])[C@@H:5]([O:17][CH3:18])[CH2:6][C:7]1[CH:12]=[CH:11][C:10]([O:13][CH2:14][CH2:15]Br)=[CH:9][CH:8]=1)C.[OH:20][C:21]1[CH:26]=[CH:25][C:24]([NH:27][C:28](=[O:33])[C:29]([CH3:32])([CH3:31])[CH3:30])=[CH:23][CH:22]=1.CO[C@@H](CC1C=CC(OCCCOC2C=CC=CC=2)=CC=1)C(O)=O>>[CH3:30][C:29]([CH3:32])([CH3:31])[C:28]([NH:27][C:24]1[CH:25]=[CH:26][C:21]([O:20][CH2:15][CH2:14][O:13][C:10]2[CH:9]=[CH:8][C:7]([CH2:6][CH:5]([O:17][CH3:18])[C:4]([OH:3])=[O:19])=[CH:12][CH:11]=2)=[CH:22][CH:23]=1)=[O:33]. Procedure details: The title compound was prepared from (2S)-3-[4-(2-bromo-ethoxy)phenyl]-2-methoxy-propionic acid ethyl ester (Example 283, Step 2) and N-(4-hydroxy-phenyl)-2,2-dimethyl-propionamide via the same procedure used for the preparation of (2S)-2-methoxy-3-[4-(3-phenoxy-propoxy)-phenyl]-propionic acid (Example 285, Step 1), to produce a white solid. MS (ES) for C23H29NO6 [M+H]+: 416.4.